This data is from the Open Reaction Database (ORD), a public repository of structured organic reaction records. The task is: describe an organic reaction: reactants, conditions, products, and yield Starting materials: FC(C(=O)O)(F)F.BrC=1C=C(C=CC1F)N1C(=NOC1=O)C=1C(=NON1)NC(C1=CC=C(C=C1)CN1CCS(CC1)(=O)=O)=O (N-{4-[4-(3-bromo-4-fluorophenyl)-5-oxo-4,5-dihydro-1,2,4-oxadiazol-3-yl]-1,2,5-oxadiazol-3-yl}-4-[(1,1-dioxidothiomorpholin-4-yl)methyl]-benzamide trifluoroacetate), C1(=CC=CC=C1)C (toluene), C1(=CC=CC=C1)C (toluene). Run in O1CCCC1 (tetrahydrofuran). Run at temperature 130 celsius. Product: FC(C(=O)O)(F)F.BrC=1C=C(C=CC1F)NC(=NO)C1=NON=C1NCC1=CC=C(C=C1)CN1CCS(CC1)(=O)=O (N-(3-Bromo-4-fluorophenyl)-4-({4-[(1,1-dioxidothiomorpholin-4-yl)methyl]benzyl}amino)-N′-hydroxy-1,2,5-oxadiazole-3-carboximidamide trifluoroacetate). Isolated yield 5.4%. As a reaction SMILES: [F:1][C:2]([F:7])([F:6])[C:3]([OH:5])=[O:4].[Br:8][C:9]1[CH:10]=[C:11]([N:16]2C(=O)[O:19][N:18]=[C:17]2[C:22]2[C:23]([NH:27][C:28](=O)[C:29]3[CH:34]=[CH:33][C:32]([CH2:35][N:36]4[CH2:41][CH2:40][S:39](=[O:43])(=[O:42])[CH2:38][CH2:37]4)=[CH:31][CH:30]=3)=[N:24][O:25][N:26]=2)[CH:12]=[CH:13][C:14]=1[F:15].C1(C)C=CC=CC=1>O1CCCC1>[F:1][C:2]([F:7])([F:6])[C:3]([OH:5])=[O:4].[Br:8][C:9]1[CH:10]=[C:11]([NH:16][C:17]([C:22]2[C:23]([NH:27][CH2:28][C:29]3[CH:30]=[CH:31][C:32]([CH2:35][N:36]4[CH2:37][CH2:38][S:39](=[O:42])(=[O:43])[CH2:40][CH2:41]4)=[CH:33][CH:34]=3)=[N:24][O:25][N:26]=2)=[N:18][OH:19])[CH:12]=[CH:13][C:14]=1[F:15] |f:0.1,4.5|. Reported procedure: A solution of N-{4-[4-(3-bromo-4-fluorophenyl)-5-oxo-4,5-dihydro-1,2,4-oxadiazol-3-yl]-1,2,5-oxadiazol-3-yl}-4-[(1,1-dioxidothiomorpholin-4-yl)methyl]-benzamide trifluoroacetate (20 mg, 28 μmol) in tetrahydrofuran (0.83 mL) was treated with 2.0 M of borane-dimethyl sulfide complex in toluene (42 μL, 85 μmol) was heated in the microwave at 130° C. for 5 min. The reaction mixture was treated with additional 2.0 M of borane-dimethyl sulfide complex in toluene (40 μL, 80 μmol) and heated in the micr... The reactants are O=C([O-])[O-], CN(C)C=O, ClCc1cccc(Cl)c1, [K+], [K+], Nc1nc(S)nc2c1nc(O)n2Cc1ccccc1. Yields the product Nc1nc(SCc2cccc(Cl)c2)nc2c1nc(O)n2Cc1ccccc1. As a reaction SMILES: [C:20](=[O:21])([O-:22])[O-:23].[CH3:35][N:36]([CH3:37])[CH:38]=[O:39].[Cl:26][c:27]1[cH:28][c:29]([CH2:30][Cl:31])[cH:32][cH:33][cH:34]1.[K+:24].[K+:25].[NH2:1][c:2]1[c:3]2[n:4][c:5]([OH:19])[n:6]([CH2:12][c:13]3[cH:14][cH:15][cH:16][cH:17][cH:18]3)[c:7]2[n:8][c:9]([SH:11])[n:10]1>>[NH2:1][c:2]1[c:3]2[n:4][c:5]([OH:19])[n:6]([CH2:12][c:13]3[cH:14][cH:15][cH:16][cH:17][cH:18]3)[c:7]2[n:8][c:9]([S:11][CH2:30][c:29]2[cH:28][c:27]([Cl:26])[cH:34][cH:33][cH:32]2)[n:10]1. Starting materials: CNC(=O)c1c(OCc2ccccc2)c(=O)cc(C)n1C, CCO, [H][H], [OH-], [OH-], [Pd+2]. Product: CNC(=O)c1c(O)c(=O)cc(C)n1C. RXN SMILES: [CH2:1]([c:2]1[cH:3][cH:4][cH:5][cH:6][cH:7]1)[O:8][c:9]1[c:10]([C:18](=[O:19])[NH:20][CH3:21])[n:11]([CH3:17])[c:12]([CH3:16])[cH:13][c:14]1=[O:15].[CH3:24][CH2:25][OH:26].[H:22][H:23].[OH-:27].[OH-:28].[Pd+2:29]>>[OH:8][c:9]1[c:10]([C:18](=[O:19])[NH:20][CH3:21])[n:11]([CH3:17])[c:12]([CH3:16])[cH:13][c:14]1=[O:15]. Starting materials: C(CCCCCC)I (heptyl iodide), C(C)(C)[N-]C(C)C.[Li+] (lithium diisopropylamide), 4-N,N'-dimethylaminopyridine, C(CCCCCC)OC1=CC=C(C=C1)C1=CC=C(C=C1)C(=O)O (4-heptyloxy-4'-biphenylcarboxylic acid), C(#N)C1(CCC(CC1)O)CCCCCCC (4-cyano-4-heptylcyclohexanol), C(#N)[C@@H]1CC[C@H](CC1)O (trans-4-cyanocyclohexanol), C1(CCCCC1)N=C=NC1CCCCC1 (dicyclohexylcarbodiimide). The solvent is ClCCl (dichloromethane), CCOCC (ether), ClCCl (dichloromethane). Reaction conditions: time 25 hour. Yields the product C(CCCCCC)OC1=CC=C(C=C1)C1=CC=C(C=C1)C(=O)OC1CCC(CC1)(CCCCCCC)C#N (4-cyano-4-heptylcyclohexyl 4-heptyloxy-4'-biphenylcarboxylate). Reaction SMILES: C1(N=C=NC2CCCCC2)CCCCC1.[CH2:16]([O:23][C:24]1[CH:29]=[CH:28][C:27]([C:30]2[CH:35]=[CH:34][C:33]([C:36]([OH:38])=[O:37])=[CH:32][CH:31]=2)=[CH:26][CH:25]=1)[CH2:17][CH2:18][CH2:19][CH2:20][CH2:21][CH3:22].[C:39]([C:41]1([CH2:48][CH2:49][CH2:50][CH2:51][CH2:52][CH2:53][CH3:54])[CH2:46][CH2:45][CH:44](O)[CH2:43][CH2:42]1)#[N:40].C([C@H]1CC[C@H](O)CC1)#N.C(I)CCCCCC.C([N-]C(C)C)(C)C.[Li+]>ClCCl.CCOCC>[CH2:16]([O:23][C:24]1[CH:29]=[CH:28][C:27]([C:30]2[CH:31]=[CH:32][C:33]([C:36]([O:38][CH:44]3[CH2:45][CH2:46][C:41]([C:39]#[N:40])([CH2:48][CH2:49][CH2:50][CH2:51][CH2:52][CH2:53][CH3:54])[CH2:42][CH2:43]3)=[O:37])=[CH:34][CH:35]=2)=[CH:26][CH:25]=1)[CH2:17][CH2:18][CH2:19][CH2:20][CH2:21][CH3:22] |f:5.6|. Procedure: While cooling with ice, 4.54 g of dicyclohexylcarbodiimide in 10 ml of dichloromethane are added dropwise to a mixture of 6.24 g of 4-heptyloxy-4'-biphenylcarboxylic acid, 4.46 g of 4-cyano-4-heptylcyclohexanol [obtainable from trans-4-cyanocyclohexanol by protecting the hydroxyl group as THP ether, reaction with heptyl iodide and lithium diisopropylamide and subsequent cleavage of the protective group] and 0.2 g of 4-N,N'-dimethylaminopyridine in 45 ml of dichloromethane. After 25 hours, the pr... Starting materials: C(CCCCC=CC)N(C(=O)[C@H]1N(C[C@@H](C1)O)C(=O)OC(C)(C)C)C ((2S,4R)-tert-butyl 2-(N-(oct-6-enyl)-N-methylcarbamoyl)-4-hydroxypyrrolidine-1-carboxylate), C(CCCC=C)N(C(=O)[C@H]1NC[C@@H](C1)O)C ((2S,4R)—N-(hex-5-enyl)-4-hydroxy-N-methylpyrrolidine-2-carboxamide). Product: C(CCCCC=CC)N(C(=O)[C@H]1NC[C@@H](C1)O)C ((2S,4R)-2-N-(oct-6-enyl)-4-hydroxy-N-methylpyrrolidine-2-carboxamide). Yield: 51.0%. As a reaction SMILES: [CH2:1]([N:9]([CH3:25])[C:10]([C@@H:12]1[CH2:16][C@@H:15]([OH:17])[CH2:14][N:13]1C(OC(C)(C)C)=O)=[O:11])[CH2:2][CH2:3][CH2:4][CH2:5][CH:6]=[CH:7][CH3:8].C(N(C)C([C@@H]1C[C@@H](O)CN1)=O)CCCC=C>>[CH2:1]([N:9]([CH3:25])[C:10]([C@@H:12]1[CH2:16][C@@H:15]([OH:17])[CH2:14][NH:13]1)=[O:11])[CH2:2][CH2:3][CH2:4][CH2:5][CH:6]=[CH:7][CH3:8]. Procedure: Compound 71b was synthesized from compound 70b as yellow oil in 51% yield, following the procedure as described for compound 49. The reactants are CCOC(C)=O, CS(C)=O, Ic1ccc2[nH]ccc2c1, O, OCCCl. The product is OCCn1ccc2cc(I)ccc21. Reaction SMILES: [CH3:16][CH2:17][O:18][C:19]([CH3:20])=[O:21].[CH3:22][S:23]([CH3:24])=[O:25].[I:1][c:2]1[cH:3][c:4]2[cH:5][cH:6][nH:7][c:8]2[cH:9][cH:10]1.[OH2:11].[OH:12][CH2:13][CH2:14][Cl:15]>>[I:1][c:2]1[cH:3][c:4]2[cH:5][cH:6][n:7]([CH2:14][CH2:13][OH:12])[c:8]2[cH:9][cH:10]1. RXN SMILES: [CH3:19][S:20]([CH3:21])=[O:22].[CH:1]1([c:7]2[cH:8][cH:9][c:10]([CH:13]=[CH:14][C:15](=[O:16])[O:17][CH3:18])[cH:11][cH:12]2)[CH2:2][CH2:3][CH2:4][CH2:5][CH2:6]1>>[CH:1]1([c:7]2[cH:8][cH:9][c:10]([CH:13]3[CH:14]([C:15](=[O:16])[O:17][CH3:18])[CH2:19]3)[cH:11][cH:12]2)[CH2:2][CH2:3][CH2:4][CH2:5][CH2:6]1. Starting materials: CS(C)=O, COC(=O)C=Cc1ccc(C2CCCCC2)cc1. Product: COC(=O)C1CC1c1ccc(C2CCCCC2)cc1. The reactants are CN1C(CC[C@@]2(C3=C(CC[C@@H]12)C=C(C=C3)S)C)=O ((+)-(4aR)-(10bR)-4-methyl-8-mercapto-10b-methyl-1,2,3,4,4a,-5,6,10b-octahydrobenzo[f]quinolin-3-one), C([O-])([O-])=O.[K+].[K+] (potassium carbonate), ClC1=NC=CC=N1 (2-chloropyrimidine), CN(C=O)C (dimethylformamide). Run in C(C)(=O)OCC (ethyl acetate). The product is CN1C(CC[C@@]2(C3=C(CC[C@@H]12)C=C(C=C3)SC3=NC=CC=N3)C)=O ((+)-(4aR)-(10bR)-4-methyl-8-(2-pyrimidinylthio)-10b-methyl-1,2,3,4,4a,5,6,10b-octahydrobenzo[f]quinolin-3-one). Yield: 23.3%. As a reaction SMILES: [CH3:1][N:2]1[C@H:11]2[C@@:6]([CH3:17])([C:7]3[CH:15]=[CH:14][C:13]([SH:16])=[CH:12][C:8]=3[CH2:9][CH2:10]2)[CH2:5][CH2:4][C:3]1=[O:18].C(=O)([O-])[O-].[K+].[K+].Cl[C:26]1[N:31]=[CH:30][CH:29]=[CH:28][N:27]=1.CN(C)C=O>C(OCC)(=O)C>[CH3:1][N:2]1[C@H:11]2[C@@:6]([CH3:17])([C:7]3[CH:15]=[CH:14][C:13]([S:16][C:26]4[N:31]=[CH:30][CH:29]=[CH:28][N:27]=4)=[CH:12][C:8]=3[CH2:9][CH2:10]2)[CH2:5][CH2:4][C:3]1=[O:18] |f:1.2.3|. Reported procedure: A 15 mL round bottom flask was charged with (+)-(4aR)-(10bR)-4-methyl-8-mercapto-10b-methyl-1,2,3,4,4a,-5,6,10b-octahydrobenzo[f]quinolin-3-one (100 mg, 0.38 mmol), potassium carbonate (158 mg, 1.14 mmol), 2-chloropyrimidine (53 mg, 0.46 mmol) and 1 mL of anhydrous dimethylformamide, fitted with a reflux condenser, and the stirred mixture was heated at 60°, under nitrogen, for 18 h. The mixture was cooled, diluted with ethyl acetate (75 mL) and washed with brine (2×25 mL). The combined organic e... Reactants: COC(=O)c1cc(Cl)ccc1NC(=O)COCC(=O)Nc1cccc(-c2coc(C)c2)c1, CO, [Na+], [OH-]. Yields the product Cc1cc(-c2cccc(NC(=O)COCC(=O)Nc3ccc(Cl)cc3C(=O)O)c2)co1. RXN SMILES: [CH3:1][O:2][C:3]([c:4]1[c:5]([NH:11][C:12]([CH2:13][O:14][CH2:15][C:16](=[O:17])[NH:18][c:19]2[cH:20][c:21](-[c:25]3[cH:26][o:27][c:28]([CH3:30])[cH:29]3)[cH:22][cH:23][cH:24]2)=[O:31])[cH:6][cH:7][c:8]([Cl:10])[cH:9]1)=[O:32].[CH3:35][OH:36].[Na+:34].[OH-:33]>>[O:2]=[C:3]([c:4]1[c:5]([NH:11][C:12]([CH2:13][O:14][CH2:15][C:16](=[O:17])[NH:18][c:19]2[cH:20][c:21](-[c:25]3[cH:26][o:27][c:28]([CH3:30])[cH:29]3)[cH:22][cH:23][cH:24]2)=[O:31])[cH:6][cH:7][c:8]([Cl:10])[cH:9]1)[OH:32]. Reactants: C(C)OC(C(C)S(=O)(=O)CCCCCCCCS(=O)(=O)C(C)C(=O)O)=O (2-[8-(1-carboxy-ethanesulfonyl)-octane-1-sulfonyl]-propionic acid ethyl ester), N (NH3), [OH-].[Na+] (sodium hydroxide), solid. Run in C(C)O (ethanol). Product: C(=O)(O)C(C)S(=O)(=O)CCCCCCCCS(=O)(=O)C(C(=O)O)C (2-[8-(1-Carboxy-ethanesulfonyl)-octane-1-sulfonyl]-propionic acid). RXN SMILES: C([O:3][C:4](=[O:26])[CH:5]([S:7]([CH2:10][CH2:11][CH2:12][CH2:13][CH2:14][CH2:15][CH2:16][CH2:17][S:18]([CH:21]([C:23]([OH:25])=[O:24])[CH3:22])(=[O:20])=[O:19])(=[O:9])=[O:8])[CH3:6])C.[OH-].[Na+].N>C(O)C>[C:23]([CH:21]([S:18]([CH2:17][CH2:16][CH2:15][CH2:14][CH2:13][CH2:12][CH2:11][CH2:10][S:7]([CH:5]([CH3:6])[C:4]([OH:26])=[O:3])(=[O:9])=[O:8])(=[O:20])=[O:19])[CH3:22])([OH:25])=[O:24] |f:1.2|. Procedure details: 2-[8-(1-Carboxy-ethanesulfonyl)-octane-1-sulfonyl]-propionic acid was prepared according to general method as outline in example 1. Starting from 2-[8-(1-carboxy-ethanesulfonyl)-octane-1-sulfonyl]-propionic acid ethyl ester (3.0 g, 6.8 mmol), ethanol (15 mL) and 10 N sodium hydroxide (15 mL). Yield 2.7 g (98%); white solid mp 99-102° C.; MS 387 (M+NH3)+.